Dataset: the Open Reaction Database (ORD), a public repository of structured organic reaction records. Task: describe an organic reaction: reactants, conditions, products, and yield The reactants are BrC1=CC(=CC=C1)CCC=C (1-bromo-3-(but-3-en-1-yl)benzene), (1S,5S)-9-borabicyclo[3.3.1]nonane, OO (hydrogen peroxide), [OH-].[Na+] (sodium hydroxide). Run in hexanes. Conditions: time 8 hour. Yields the product BrC=1C=C(C=CC1)CCCCO (4-(3-bromophenyl)butan-1-ol). Isolated yield 92.0%. RXN SMILES: [Br:1][C:2]1[CH:7]=[CH:6][CH:5]=[C:4]([CH2:8][CH2:9][CH:10]=[CH2:11])[CH:3]=1.[OH-:12].[Na+].OO>>[Br:1][C:2]1[CH:3]=[C:4]([CH2:8][CH2:9][CH2:10][CH2:11][OH:12])[CH:5]=[CH:6][CH:7]=1 |f:1.2|. Reported procedure: To a solution of 1-bromo-3-(but-3-en-1-yl)benzene (CA46) (7.51 g, 35.6 mmol) in hexanes (80 mL) was added (1S,5S)-9-borabicyclo[3.3.1]nonane (0.5 M in tetrahydrofuran, 74.7 mL, 37.4 mmol). The reaction was allowed to stir at room temperature overnight. To the resulting clear solution sodium hydroxide (6.0 M, 5.93 mL, 35.6 mmol) was added dropwise. The reaction was placed in an ice water bath and hydrogen peroxide (13.8 mL, 135 mmol) was added. The resulting mixture was then heated to an internal... The reactants are C(#N)C=1C2=C(C(NC1)=O)C=C(S2)Br (7-cyano-2-bromo-4-oxo-4,5-dihydrothieno[3,2-c]-pyridine), C(C)(C)(C)C1=CC=C(C=C1)B(O)O (4-t-butylphenyl boronic acid), C([O-])([O-])=O.[K+].[K+] (potassium carbonate), ClCCl (dichloromethane). Reagents/catalysts: C1=CC=C(C=C1)P([C-]2C=CC=C2)C3=CC=CC=C3.C1=CC=C(C=C1)P([C-]2C=CC=C2)C3=CC=CC=C3.Cl[Pd]Cl.[Fe+2] ([1,1′-bis(diphenylphosphino)ferrocene]dichloropalladium(II)). Run in CN(C)C=O (DMF), O (water), CN(C)C=O (DMF). Conditions: temperature 80 celsius, time 4 hour. Product: C(#N)C=1C2=C(C(NC1)=O)C=C(S2)C2=CC=C(C=C2)C(C)(C)C (7-Cyano-2-(4′-t-butylphenyl)-4-oxo-4,5-dihydrothieno[3,2-c]-pyridine). The yield is 57.9%. RXN SMILES: [C:1]([C:3]1[C:4]2[S:12][C:11](Br)=[CH:10][C:5]=2[C:6](=[O:9])[NH:7][CH:8]=1)#[N:2].[C:14]([C:18]1[CH:23]=[CH:22][C:21](B(O)O)=[CH:20][CH:19]=1)([CH3:17])([CH3:16])[CH3:15].C(=O)([O-])[O-].[K+].[K+].ClCCl>CN(C=O)C.O.C1C=CC(P(C2C=CC=CC=2)[C-]2C=CC=C2)=CC=1.C1C=CC(P(C2C=CC=CC=2)[C-]2C=CC=C2)=CC=1.Cl[Pd]Cl.[Fe+2]>[C:1]([C:3]1[C:4]2[S:12][C:11]([C:21]3[CH:22]=[CH:23][C:18]([C:14]([CH3:17])([CH3:16])[CH3:15])=[CH:19][CH:20]=3)=[CH:10][C:5]=2[C:6](=[O:9])[NH:7][CH:8]=1)#[N:2] |f:2.3.4,8.9.10.11|. Procedure details: To a solution of 7-cyano-2-bromo-4-oxo-4,5-dihydrothieno[3,2-c]-pyridine (2.0 g, 7.84 mmol) in DMF (40 mL) and water (15 mL) was added 4-t-butylphenyl boronic acid (2.1 g, 11.8 mmol), potassium carbonate (1.4 g, 10.1 mmol) and [1,1′-bis(diphenylphosphino)ferrocene]dichloropalladium(II), complex with dichloromethane (1:1) (0.192 g, 0.23 mmol). The resulting mixture was stirred under nitrogen for 4 h at 80° C. After this time the mixture was diluted with DMF (20 mL), filtered through celite to rem... Run in C(C)O (Ethanol). Reported procedure: To a mixture of 2,3-dimethoxyaniline (20 g, 131 mmol) in Ethanol (50 mL) was added diethyl 2-(ethoxymethylene)malonate (26.2 mL, 131 mmol). The mixture was heated at 80° C. for 1 h. LCMS indicated completion of the reaction. The mixture was concentrated in vacuo to remove ethanol, and washed with hexane to afford diethyl 2-(((2,3-dimethoxyphenyl)amino)methylene)malonate (38 g, 118 mmol, 90% yield) as a white solid. This crude mixture was directly used in next step. LCMS: (M+H)+: 324.2. Conditions: temperature 80 celsius. Starting materials: COC1=C(N)C=CC=C1OC (2,3-dimethoxyaniline), C(C)OC=C(C(=O)OCC)C(=O)OCC (diethyl 2-(ethoxymethylene)malonate). Yields the product COC1=C(C=CC=C1OC)NC=C(C(=O)OCC)C(=O)OCC (diethyl 2-(((2,3-dimethoxyphenyl)amino)methylene)malonate). RXN SMILES: [CH3:1][O:2][C:3]1[C:9]([O:10][CH3:11])=[CH:8][CH:7]=[CH:6][C:4]=1[NH2:5].C(O[CH:15]=[C:16]([C:22]([O:24][CH2:25][CH3:26])=[O:23])[C:17]([O:19][CH2:20][CH3:21])=[O:18])C>C(O)C>[CH3:1][O:2][C:3]1[C:9]([O:10][CH3:11])=[CH:8][CH:7]=[CH:6][C:4]=1[NH:5][CH:15]=[C:16]([C:17]([O:19][CH2:20][CH3:21])=[O:18])[C:22]([O:24][CH2:25][CH3:26])=[O:23]. Isolated yield 90.1%. The reactants are CCO, CC(=O)O, [Cl-], CN1CCN(c2ccc([N+](=O)[O-])c(N3CCC(F)CC3)c2)CC1, [Fe], [NH4+], [Na+], O=C([O-])O, O. Yields the product CN1CCN(c2ccc(N)c(N3CCC(F)CC3)c2)CC1. As a reaction SMILES: [CH3:24][CH2:25][OH:26].[CH3:35][C:36](=[O:37])[OH:38].[Cl-:27].[F:1][CH:2]1[CH2:3][CH2:4][N:5]([c:8]2[cH:9][c:10]([N:17]3[CH2:18][CH2:19][N:20]([CH3:23])[CH2:21][CH2:22]3)[cH:11][cH:12][c:13]2[N+:14]([O-:15])=[O:16])[CH2:6][CH2:7]1.[Fe:34].[NH4+:28].[Na+:33].[O-:29][C:30]([OH:31])=[O:32].[OH2:39]>>[F:1][CH:2]1[CH2:3][CH2:4][N:5]([c:8]2[cH:9][c:10]([N:17]3[CH2:18][CH2:19][N:20]([CH3:23])[CH2:21][CH2:22]3)[cH:11][cH:12][c:13]2[NH2:14])[CH2:6][CH2:7]1. Starting materials: C1(=CC=CC=C1)CCC(=O)Cl (3-Phenylpropanoyl chloride), NC1=C(C=C(C=C1)C1=NN(C2=NC=NC(=C21)N)C2CCN(CC2)C2CCN(CC2)C)OC (3-(4-amino-3-methoxyphenyl)-1-[1-(1-methylpiperidin-4-yl)-piperidin-4-yl]-1H-pyrazolo[3,4-d]pyrimidin-4-amine). Product: NC1=C2C(=NC=N1)N(N=C2C2=CC(=C(C=C2)NC(CCC2=CC=CC=C2)=O)OC)C2CCN(CC2)C2CCN(CC2)C (N1-{4-[4-amino-1-[1-(1-methylpiperidin-4-yl)piperidin-4-yl]-1H-pyrazolo[3,4-d]pyrimidin-3-yl]-2-methoxyphenyl}-3-phenylpropanamide). Conditions: time 5 hour. The yield is 18.4%. Run in N1=CC=CC=C1 (pyridine). RXN SMILES: [C:1]1([CH2:7][CH2:8][C:9](Cl)=[O:10])[CH:6]=[CH:5][CH:4]=[CH:3][CH:2]=1.[NH2:12][C:13]1[CH:18]=[CH:17][C:16]([C:19]2[C:27]3[C:22](=[N:23][CH:24]=[N:25][C:26]=3[NH2:28])[N:21]([CH:29]3[CH2:34][CH2:33][N:32]([CH:35]4[CH2:40][CH2:39][N:38]([CH3:41])[CH2:37][CH2:36]4)[CH2:31][CH2:30]3)[N:20]=2)=[CH:15][C:14]=1[O:42][CH3:43]>N1C=CC=CC=1>[NH2:28][C:26]1[N:25]=[CH:24][N:23]=[C:22]2[N:21]([CH:29]3[CH2:34][CH2:33][N:32]([CH:35]4[CH2:40][CH2:39][N:38]([CH3:41])[CH2:37][CH2:36]4)[CH2:31][CH2:30]3)[N:20]=[C:19]([C:16]3[CH:17]=[CH:18][C:13]([NH:12][C:9](=[O:10])[CH2:8][CH2:7][C:1]4[CH:6]=[CH:5][CH:4]=[CH:3][CH:2]=4)=[C:14]([O:42][CH3:43])[CH:15]=3)[C:27]=12. Procedure: 3-Phenylpropanoyl chloride (77 mg, 0.458 mmol) was added to a solution of 3-(4-amino-3-methoxyphenyl)-1-[1-(1-methylpiperidin-4-yl)-piperidin-4-yl]-1H-pyrazolo[3,4-d]pyrimidin-4-amine (100 mg, 0.229 mmol) in pyridine (1.2 mL). After 5 hours, the solvent was evaporated and the residue was purified by flash column chromatography to give N1-{4-[4-amino-1-[1-(1-methylpiperidin-4-yl)piperidin-4-yl]-1H-pyrazolo[3,4-d]pyrimidin-3-yl]-2-methoxyphenyl}-3-phenylpropanamide (24 mg, 18%). 1H NMR (CDCl3-d) δ... Reactants: [Cl-].O[NH3+] (hydroxylammonium chloride), C(O)([O-])=O.[Na+] (sodium hydrogen carbonate), CS(=O)C (dimethyl sulfoxide), CC1=NOC(C1)CO[C@@H]1CC[C@H](CC1)N1C=2N(C(=C(C1=O)CC1=CC=C(C=C1)C=1C(=CC=CC1)C#N)CCC)N=CN2 (4′-[(4-{trans-4-[(3-methyl-4,5-dihydroisoxazol-5-yl)methoxy]cyclohexyl}-5-oxo-7-propyl-4,5-dihydro[1,2,4]triazolo[1,5-a]pyrimidin-6-yl)methyl]biphenyl-2-carbonitrile). Solvent: C(C)(=O)OCC (ethyl acetate). Conditions: temperature 40 celsius, time 30 minute. The product is CC1=NOC(C1)CO[C@@H]1CC[C@H](CC1)N1C=2N(C(=C(C1=O)CC1=CC=C(C=C1)C1=C(C=CC=C1)C1=NOC(N1)=O)CCC)N=CN2 (4-{trans-4-[(3-methyl-4,5-dihydroisoxazol-5-yl)methoxy]cyclohexyl}-6-{[2′-(5-oxo-4,5-dihydro-1,2,4-oxadiazol-3-yl)biphenyl-4-yl]methyl}-7-propyl[1,2,4]triazolo[1,5-a]pyrimidin-5(4H)-one). The yield is 43.3%. Reaction SMILES: [Cl-].O[NH3+:3].[C:4](=[O:7])([O-])[OH:5].[Na+].CS(C)=O.[CH3:13][C:14]1[CH2:18][CH:17]([CH2:19][O:20][C@H:21]2[CH2:26][CH2:25][C@H:24]([N:27]3[C:32](=[O:33])[C:31]([CH2:34][C:35]4[CH:40]=[CH:39][C:38]([C:41]5[C:42]([C:47]#[N:48])=[CH:43][CH:44]=[CH:45][CH:46]=5)=[CH:37][CH:36]=4)=[C:30]([CH2:49][CH2:50][CH3:51])[N:29]4[N:52]=[CH:53][N:54]=[C:28]34)[CH2:23][CH2:22]2)[O:16][N:15]=1>C(OCC)(=O)C>[CH3:13][C:14]1[CH2:18][CH:17]([CH2:19][O:20][C@H:21]2[CH2:26][CH2:25][C@H:24]([N:27]3[C:32](=[O:33])[C:31]([CH2:34][C:35]4[CH:40]=[CH:39][C:38]([C:41]5[CH:46]=[CH:45][CH:44]=[CH:43][C:42]=5[C:47]5[NH:3][C:4](=[O:7])[O:5][N:48]=5)=[CH:37][CH:36]=4)=[C:30]([CH2:49][CH2:50][CH3:51])[N:29]4[N:52]=[CH:53][N:54]=[C:28]34)[CH2:23][CH2:22]2)[O:16][N:15]=1 |f:0.1,2.3|. Procedure: A mixture of hydroxylammonium chloride (0.85 g), sodium hydrogen carbonate (1.4 g) and dimethyl sulfoxide (15 mL) was stirred at 40° C. for 30 min, 4′-[(4-{trans-4-[(3-methyl-4,5-dihydroisoxazol-5-yl)methoxy]cyclohexyl}-5-oxo-7-propyl-4,5-dihydro[1,2,4]triazolo[1,5-a]pyrimidin-6-yl)methyl]biphenyl-2-carbonitrile (0.46 g) was added, and the mixture was stirred at 90° C. for 16 hr. The reaction mixture was diluted with ethyl acetate, washed with water and then with saturated brine, and dried over ...